This data is from the Open Reaction Database (ORD), a public repository of structured organic reaction records. The task is: describe an organic reaction: reactants, conditions, products, and yield The reactants are C(C)N1CCC(CC1)(C1=C(C=CC=C1)CO)O (1-ethyl-4-hydroxy-4-(α-hydroxy2-tolyl)piperidine). Solvent: C(=O)O (formic acid). Product: C(C)N1CCC2(CC1)OCC1=CC=CC=C12 (1,3-dihydro-1'-ethylspiro[isobenzofuran-1,4'-piperidine]). As a reaction SMILES: [CH2:1]([N:3]1[CH2:8][CH2:7][C:6]([OH:17])([C:9]2[CH:14]=[CH:13][CH:12]=[CH:11][C:10]=2[CH2:15]O)[CH2:5][CH2:4]1)[CH3:2]>C(O)=O>[CH2:1]([N:3]1[CH2:4][CH2:5][C:6]2([C:9]3[C:10](=[CH:11][CH:12]=[CH:13][CH:14]=3)[CH2:15][O:17]2)[CH2:7][CH2:8]1)[CH3:2]. Procedure details: Treatment of 1-ethyl-4-hydroxy-4-(α-hydroxy2-tolyl)piperidine with formic acid by the method described in Example 17c provides 1,3-dihydro-1'-ethylspiro[isobenzofuran-1,4'-piperidine] as an oil. Reactants: CC1=C(C(=CC(=C1)C=1SC2=NC(=CC=C2N1)C1(CC1)C1=CC=CC=C1)C)O (2,6-dimethyl-4-(5-(1-phenylcyclopropyl)thiazolo[5,4-b]pyridin-2-yl)phenol), [F-].[Cs+] (cesium fluoride), C1[C@@H](O1)CO ((S)-(−)-glycidol). Solvent: CN(C)C=O (DMF). Reaction conditions: temperature 80 celsius. The product is CC1=C(OC[C@H](CO)O)C(=CC(=C1)C=1SC2=NC(=CC=C2N1)C1(CC1)C1=CC=CC=C1)C ((S)-3-(2,6-dimethyl-4-(5-(1-phenylcyclopropyl)-thiazolo[5,4-b]pyridin-2-yl)phenoxy)-propane-1,2-diol). RXN SMILES: [CH3:1][C:2]1[CH:7]=[C:6]([C:8]2[S:9][C:10]3[C:15]([N:16]=2)=[CH:14][CH:13]=[C:12]([C:17]2([C:20]4[CH:25]=[CH:24][CH:23]=[CH:22][CH:21]=4)[CH2:19][CH2:18]2)[N:11]=3)[CH:5]=[C:4]([CH3:26])[C:3]=1[OH:27].[F-].[Cs+].[CH2:30]1[O:32][C@H:31]1[CH2:33][OH:34]>CN(C=O)C>[CH3:26][C:4]1[CH:5]=[C:6]([C:8]2[S:9][C:10]3[C:15]([N:16]=2)=[CH:14][CH:13]=[C:12]([C:17]2([C:20]4[CH:21]=[CH:22][CH:23]=[CH:24][CH:25]=4)[CH2:18][CH2:19]2)[N:11]=3)[CH:7]=[C:2]([CH3:1])[C:3]=1[O:27][CH2:30][C@@H:31]([OH:32])[CH2:33][OH:34] |f:1.2|. Procedure: A mixture of 2,6-dimethyl-4-(5-(1-phenylcyclopropyl)thiazolo[5,4-b]pyridin-2-yl)phenol (36.7 mg, 99 μmol) and cesium fluoride (1.5 mg, 9.9 μmol) in anhydrous DMF (0.5 mL) was stirred at 25° C. for 1 h. (S)-(−)-glycidol (14 μl, 207 μmol) was then added, and the resulting mixture was heated under argon at 80° C. for 7 d. The reaction mixture was subsequently cooled to 25° C., filtered through Celite, diluted with DMSO (1.5 mL), and purified by rpHPLC (10-100% CH3CN/water+0.1% TFA) to provide (S)-3... Reactants: ClCCl, CSCc1cc(C(F)(F)F)ccc1N, O=C1CCC(=O)N1Cl, [Na+], [OH-]. Yields the product C[SH]1(=O)Cc2cc(C(F)(F)F)ccc2N1. As a reaction SMILES: [CH2:25]([Cl:26])[Cl:27].[CH3:1][S:2][CH2:3][c:4]1[c:5]([NH2:6])[cH:7][cH:8][c:9]([C:11]([F:12])([F:13])[F:14])[cH:10]1.[Cl:15][N:16]1[C:17](=[O:19])[CH2:20][CH2:21][C:22]1=[O:18].[Na+:24].[OH-:23]>>[CH3:1][SH:2]1(=[O:18])[CH2:3][c:4]2[c:5]([cH:7][cH:8][c:9]([C:11]([F:12])([F:13])[F:14])[cH:10]2)[NH:6]1.